Dataset: the Open Reaction Database (ORD), a public repository of structured organic reaction records. Task: describe an organic reaction: reactants, conditions, products, and yield Reactants: O=C1N=C2C(=CC=CC2=C2C1CCO2)C (4-Oxo-6-methyl-2,3-dihydrofuro[3,2-c]quinoline), CC1=C(N)C=CC=C1 (2-methylaniline). Run in C(COCCO)O (diethylene glycol). Conditions: temperature 250 celsius. Yields the product CC1=C(C=CC=C1)N1CCC=2C(NC=3C(=CC=CC3C21)C)=O (1-(2-methylphenyl)-4-oxo-6-methyl-2,3,4,5-tetrahydropyrrolo[3,2-c]quinolin). Yield: 81.6%. Reaction SMILES: [O:1]=[C:2]1[CH:11]2[CH2:12][CH2:13]O[C:10]2=[C:9]2[C:4]([C:5]([CH3:15])=[CH:6][CH:7]=[CH:8]2)=[N:3]1.[CH3:16][C:17]1[CH:23]=[CH:22][CH:21]=[CH:20][C:18]=1[NH2:19]>C(O)COCCO>[CH3:16][C:17]1[CH:23]=[CH:22][CH:21]=[CH:20][C:18]=1[N:19]1[C:10]2[C:9]3[CH:8]=[CH:7][CH:6]=[C:5]([CH3:15])[C:4]=3[NH:3][C:2](=[O:1])[C:11]=2[CH2:12][CH2:13]1. Procedure details: 4-Oxo-6-methyl-2,3-dihydrofuro[3,2-c]quinoline (201 mg, 1.0 mmol) was dissolved in 10 ml of diethylene glycol in a pressure tube and 2-methylaniline (267 μl, 2.5 mmol) was added under nitrogen. The reaction mixture was heated at 250° C. for 15 hours. The reaction mixture was diluted with 20 ml of saline and the aqueous layer was extracted with methylene chloride (15 ml×3). After washing with water (15 ml×3), the organic layer was dried with anhydrous magnesium sulfate and filtered, and concentra...